This data is from the Open Reaction Database (ORD), a public repository of structured organic reaction records. The task is: describe an organic reaction: reactants, conditions, products, and yield Reactants: Cl (hydrogen chloride), ClC1=CC=C(C=C1)N(N)C(C(C)(C)C)=O (pivalic acid (4-chlorophenyl)hydrazide), C1(=CC=CC=C1)O (phenol), P(Cl)(Cl)(Cl)(Cl)Cl (phosphorus pentachloride), Cl (hydrogen chloride). Run in C(Cl)(Cl)(Cl)Cl (carbon tetrachloride), C(Cl)(Cl)(Cl)Cl (carbon tetrachloride). Reaction conditions: temperature 5 celsius. Product: ClC1=CC=C(C=C1)NN=C(C(C)(C)C)Cl (pivaloyl chloride (4-chlorophenyl)hydrazone). Procedure details: A quantity (15.9 g.; 0.07 mole) of pivalic acid (4-chlorophenyl)hydrazide and 15.3 g. (0.0735 mole) of phosphorus pentachloride were stirred together in 100 ml. of carbon tetrachloride. The suspension was heated at the reflux temperature for 15 min., when the evolution of hydrogen chloride ceased. The reaction mixture was cooled to about 5° C. and 22.2 g. (0.236 mole) of phenol was added. After the evolution of hydrogen chloride had ceased the carbon tetrachloride was removed by evaporation unde... As a reaction SMILES: ClC1C=CC([N:8]([C:10](=O)[C:11]([CH3:14])([CH3:13])[CH3:12])[NH2:9])=CC=1.P(Cl)(Cl)(Cl)(Cl)[Cl:17].[ClH:22].[C:23]1(O)[CH:28]=[CH:27][CH:26]=[CH:25][CH:24]=1>C(Cl)(Cl)(Cl)Cl>[Cl:22][C:26]1[CH:27]=[CH:28][C:23]([NH:9][N:8]=[C:10]([Cl:17])[C:11]([CH3:14])([CH3:13])[CH3:12])=[CH:24][CH:25]=1. Reactants: CC(C)CC(C)O, CO, CN1C(=O)C2(CC2)CN(C2CCCCC2)c2nc(Cl)ncc21, CN1C2CCCC1CC(NC(=O)c1ccc(N)c(F)c1)C2, O, Cc1ccc(S(=O)(=O)O)cc1. Yields the product CN1C(=O)C2(CC2)CN(C2CCCCC2)c2nc(Nc3ccc(C(=O)NC4CC5CCCC(C4)N5C)cc3F)ncc21. As a reaction SMILES: [CH3:56][CH:57]([CH3:58])[CH2:59][CH:60]([OH:61])[CH3:62].[CH3:63][OH:64].[Cl:1][c:2]1[n:3][cH:4][c:5]2[c:13]([n:14]1)[N:12]([CH:15]1[CH2:16][CH2:17][CH2:18][CH2:19][CH2:20]1)[CH2:11][C:8]1([C:7](=[O:21])[N:6]2[CH3:22])[CH2:9][CH2:10]1.[NH2:23][c:24]1[c:25]([F:43])[cH:26][c:27]([C:28](=[O:29])[NH:30][CH:31]2[CH2:32][CH:33]3[CH2:34][CH2:35][CH2:36][CH:37]([CH2:38]2)[N:39]3[CH3:40])[cH:41][cH:42]1.[OH2:44].[c:45]1([CH3:46])[cH:47][cH:48][c:49]([S:50]([OH:51])(=[O:52])=[O:53])[cH:54][cH:55]1>>[c:2]1([NH:23][c:24]2[c:25]([F:43])[cH:26][c:27]([C:28](=[O:29])[NH:30][CH:31]3[CH2:32][CH:33]4[CH2:34][CH2:35][CH2:36][CH:37]([CH2:38]3)[N:39]4[CH3:40])[cH:41][cH:42]2)[n:3][cH:4][c:5]2[c:13]([n:14]1)[N:12]([CH:15]1[CH2:16][CH2:17][CH2:18][CH2:19][CH2:20]1)[CH2:11][C:8]1([C:7](=[O:21])[N:6]2[CH3:22])[CH2:9][CH2:10]1. The reactants are NC=1N=CN(C1C(=O)N)CC1=C(C=CC=C1)F (4-amino-1-(2-fluorobenzyl)-5-imidazolecarboxamide), C(C)(C)(C)OC(=O)N(C)CC(=O)O (2-(N-t-butyloxycarbonyl-N-methylamino)acetic acid). Product: C(C)(C)(C)OC(=O)N(C)CC(=O)NC=1N=CN(C1C(=O)N)CC1=C(C=CC=C1)F (4-(2-(N-t-butyloxycarbonyl-N-methylamino)acetylamino)-1-(2-fluorobenzyl)-5-imidazolecarboxamide). Isolated yield 97.0%. RXN SMILES: [NH2:1][C:2]1[N:3]=[CH:4][N:5]([CH2:10][C:11]2[CH:16]=[CH:15][CH:14]=[CH:13][C:12]=2[F:17])[C:6]=1[C:7]([NH2:9])=[O:8].[C:18]([O:22][C:23]([N:25]([CH2:27][C:28](O)=[O:29])[CH3:26])=[O:24])([CH3:21])([CH3:20])[CH3:19]>>[C:18]([O:22][C:23]([N:25]([CH2:27][C:28]([NH:1][C:2]1[N:3]=[CH:4][N:5]([CH2:10][C:11]2[CH:16]=[CH:15][CH:14]=[CH:13][C:12]=2[F:17])[C:6]=1[C:7]([NH2:9])=[O:8])=[O:29])[CH3:26])=[O:24])([CH3:21])([CH3:20])[CH3:19]. Procedure: An amidation reaction and post-treatment were carried out following the conditions of Example 17, using 2.00 g (8.54 mmol) of 4-amino-1-(2-fluorobenzyl)-5-imidazolecarboxamide prepared in the same manner as in Example 113 and 2-(N-t-butyloxycarbonyl-N-methylamino)acetic acid instead of 3-pyridylacetic acid hydrochloride to obtain 3.35 g of 4-(2-(N-t-butyloxycarbonyl-N-methylamino)acetylamino)-1-(2-fluorobenzyl)-5-imidazolecarboxamide (yield 97%). The reactants are Br, Nc1nc(-c2cccc(OCc3ccccc3)c2)cs1, Cl, Cc1ccc(S(=O)(=O)Cl)cc1, c1ccncc1. The product is Cc1ccc(S(=O)(=O)Nc2nc(-c3cccc(OCc4ccccc4)c3)cs2)cc1. As a reaction SMILES: [BrH:1].[CH2:2]([c:3]1[cH:4][cH:5][cH:6][cH:7][cH:8]1)[O:9][c:10]1[cH:11][c:12](-[c:16]2[n:17][c:18]([NH2:21])[s:19][cH:20]2)[cH:13][cH:14][cH:15]1.[ClH:33].[c:22]1([CH3:32])[cH:23][cH:24][c:25]([S:28](=[O:29])(=[O:30])[Cl:31])[cH:26][cH:27]1.[cH:34]1[cH:35][cH:36][n:37][cH:38][cH:39]1>>[CH2:2]([c:3]1[cH:4][cH:5][cH:6][cH:7][cH:8]1)[O:9][c:10]1[cH:11][c:12](-[c:16]2[n:17][c:18]([NH:21][S:28]([c:25]3[cH:24][cH:23][c:22]([CH3:32])[cH:27][cH:26]3)(=[O:29])=[O:30])[s:19][cH:20]2)[cH:13][cH:14][cH:15]1. The reactants are [Al+3], CC(=O)Nc1nc2n(n1)Cc1ccccc1-2, COCCOC, CC(C)OC(C)C, [H-], [H-], [H-], [H-], [Li+]. Product: CCNc1nc2n(n1)Cc1ccccc1-2. RXN SMILES: [Al+3:18].[C:1]([CH3:2])(=[O:3])[NH:4][c:5]1[n:6][n:7]2[c:8]([n:16]1)-[c:9]1[cH:10][cH:11][cH:12][cH:13][c:14]1[CH2:15]2.[CH2:30]([CH2:31][O:32][CH3:33])[O:34][CH3:35].[CH:23]([O:24][CH:25]([CH3:26])[CH3:27])([CH3:28])[CH3:29].[H-:17].[H-:20].[H-:21].[H-:22].[Li+:19]>>[CH2:1]([CH3:2])[NH:4][c:5]1[n:6][n:7]2[c:8]([n:16]1)-[c:9]1[cH:10][cH:11][cH:12][cH:13][c:14]1[CH2:15]2.